From a dataset of the Open Reaction Database (ORD), a public repository of structured organic reaction records. describe an organic reaction: reactants, conditions, products, and yield Starting materials: ClC=1C=NC=C(C1SC1=C(C=C(S1)C(=O)O)[N+](=O)[O-])Cl (5-[(3,5-dichloro-4-pyridyl)sulfanyl]-4-nitro-thiophene-2-carboxylic acid), C(C)N1N=NC(=C1)N (1-ethyltriazol-4-amine). The product is ClC=1C=NC=C(C1SC1=C(C=C(S1)C(=O)NC=1N=NN(C1)CC)[N+](=O)[O-])Cl (5-[(3,5-dichloro-4-pyridyl)sulfanyl]-N-(1-ethyltriazol-4-yl)-4-nitro-thiophene-2-carboxamide), solid. Isolated yield 16.0%. Reaction SMILES: [Cl:1][C:2]1[CH:3]=[N:4][CH:5]=[C:6]([Cl:20])[C:7]=1[S:8][C:9]1[S:13][C:12]([C:14]([OH:16])=O)=[CH:11][C:10]=1[N+:17]([O-:19])=[O:18].[CH2:21]([N:23]1[CH:27]=[C:26]([NH2:28])[N:25]=[N:24]1)[CH3:22]>>[Cl:20][C:6]1[CH:5]=[N:4][CH:3]=[C:2]([Cl:1])[C:7]=1[S:8][C:9]1[S:13][C:12]([C:14]([NH:28][C:26]2[N:25]=[N:24][N:23]([CH2:21][CH3:22])[CH:27]=2)=[O:16])=[CH:11][C:10]=1[N+:17]([O-:19])=[O:18]. Procedure: Prepared according to the procedure described for example 44 from 5-[(3,5-dichloro-4-pyridyl)sulfanyl]-4-nitro-thiophene-2-carboxylic acid (35 mg, 0.1 mmol) and 1-ethyltriazol-4-amine (11.0 mg, 0.12 mmol). The title compound was obtained as a solid (7.1 mg, 16% yield). MS m/z: 458.00, 460.00 [M+H]+. Solvent: C(Cl)(Cl)Cl (CHCl3). Yields the product C(C)OC(=O)C1=NNC(=C1I)C(=O)OCC (4-iodo-1H-pyrazole-3,5-dicarboxylic acid diethyl ester). Run at temperature 80 celsius, time 24 hour. Procedure details: N-iodosuccinimide (0.6 g, 2.59 mmol) was added to a solution of diethyl 3,5-pyrazoledicarboxylate (0.5 g, 2.35 mmol) in CHCl3 (10 mL) and the mixture was stirred at 80° C. for 24 hours. Then more of N-iodosuccinimide (0.6 g, 2.59 mmol) was added and the mixture was stirred at 100° C. for 48 hours more. Then the mixture was stirred at room temperature for 5 days. Then the mixture was treated with a saturated solution of Na2S2O3 and extracted with DCM. The organic layer was separated, dried (MgSO4... Reactants: [O-]S(=O)(=S)[O-].[Na+].[Na+] (Na2S2O3), IN1C(CCC1=O)=O (N-iodosuccinimide), N1N=C(C=C1C(=O)OCC)C(=O)OCC (diethyl 3,5-pyrazoledicarboxylate), IN1C(CCC1=O)=O (N-iodosuccinimide). The yield is 104.5%. Reaction SMILES: [I:1]N1C(=O)CCC1=O.[NH:9]1[C:13]([C:14]([O:16][CH2:17][CH3:18])=[O:15])=[CH:12][C:11]([C:19]([O:21][CH2:22][CH3:23])=[O:20])=[N:10]1.[O-]S([O-])(=S)=O.[Na+].[Na+]>C(Cl)(Cl)Cl>[CH2:17]([O:16][C:14]([C:13]1[C:12]([I:1])=[C:11]([C:19]([O:21][CH2:22][CH3:23])=[O:20])[NH:10][N:9]=1)=[O:15])[CH3:18] |f:2.3.4|. Product: C(C)(C)(C)OC(=O)N1CCN(CC1)C(=O)C1=C(N(C2=C1C=NC(=C2)OC)C2CCCCC2)OC2=C(C=CC=C2C)C (4-[1-Cyclohexyl-2-(2,6-dimethyl-phenoxy)-6-methoxy-1H-pyrrolo[3,2-c]pyridine-3-carbonyl]-piperazine-1-carboxylic acid tert-butyl ester). Starting materials: C(C)(C)(C)OC(=O)N1CCN(CC1)C(=O)C1=C(N(C2=C1C=NC(=C2)OC)C2CCCCC2)Cl (4-(2-Chloro-1-cyclohexyl-6-methoxy-1H-pyrrolo[3,2-c]pyridine-3-carbonyl)-piperazine-1-carboxylic acid tert-butyl ester), CC1=C(C(=CC=C1)C)O (2,6-dimethylphenol). As a reaction SMILES: [C:1]([O:5][C:6]([N:8]1[CH2:13][CH2:12][N:11]([C:14]([C:16]2[C:20]3[CH:21]=[N:22][C:23]([O:25][CH3:26])=[CH:24][C:19]=3[N:18]([CH:27]3[CH2:32][CH2:31][CH2:30][CH2:29][CH2:28]3)[C:17]=2Cl)=[O:15])[CH2:10][CH2:9]1)=[O:7])([CH3:4])([CH3:3])[CH3:2].[CH3:34][C:35]1[CH:40]=[CH:39][CH:38]=[C:37]([CH3:41])[C:36]=1[OH:42]>>[C:1]([O:5][C:6]([N:8]1[CH2:13][CH2:12][N:11]([C:14]([C:16]2[C:20]3[CH:21]=[N:22][C:23]([O:25][CH3:26])=[CH:24][C:19]=3[N:18]([CH:27]3[CH2:32][CH2:31][CH2:30][CH2:29][CH2:28]3)[C:17]=2[O:42][C:36]2[C:37]([CH3:41])=[CH:38][CH:39]=[CH:40][C:35]=2[CH3:34])=[O:15])[CH2:10][CH2:9]1)=[O:7])([CH3:4])([CH3:3])[CH3:2]. Procedure: The title compound was prepared from the compound of example 46, step 7, (180 mg, 377 μmol) and 2,6-dimethylphenol analogously as described in example 1, step 6. Reactants: CCOC(=O)CC1(NC(=O)Nc2ccc(C)cc2)C(=O)N(CC(OCC)OCC)c2ccccc21, CO, [K+], [OH-]. Product: CCOC(CN1C(=O)C(CC(=O)O)(NC(=O)Nc2ccc(C)cc2)c2ccccc21)OCC. RXN SMILES: [CH2:1]([CH3:2])[O:3][C:4](=[O:5])[CH2:6][C:7]1([NH:25][C:26](=[O:27])[NH:28][c:29]2[cH:30][cH:31][c:32]([CH3:35])[cH:33][cH:34]2)[C:8](=[O:24])[N:9]([CH2:16][CH:17]([O:18][CH2:19][CH3:20])[O:21][CH2:22][CH3:23])[c:10]2[cH:11][cH:12][cH:13][cH:14][c:15]21.[CH3:38][OH:39].[K+:37].[OH-:36]>>[O:3]=[C:4]([OH:5])[CH2:6][C:7]1([NH:25][C:26](=[O:27])[NH:28][c:29]2[cH:30][cH:31][c:32]([CH3:35])[cH:33][cH:34]2)[C:8](=[O:24])[N:9]([CH2:16][CH:17]([O:18][CH2:19][CH3:20])[O:21][CH2:22][CH3:23])[c:10]2[cH:11][cH:12][cH:13][cH:14][c:15]21. The reactants are OC=1C=NC=CC1 (3-hydroxypyridine), ClC=1C(=CC2=C(C=C(C(O2)C(F)(F)F)C(=O)OCC)C1)F (ethyl 6-chloro-7-fluoro-2-(trifluoromethyl)-2H-1-benzopyran-3-carboxylate), 9F. Yields the product ClC=1C(=CC2=C(C=C(C(O2)C(F)(F)F)C(=O)O)C1)OC=1C=NC=CC1 (6-Chloro-7-[3-pyridinyloxy]-2-(trifluoromethyl)-2H-1-benzopyran-3-carboxylic Acid). RXN SMILES: [OH:1][C:2]1[CH:3]=[N:4][CH:5]=[CH:6][CH:7]=1.[Cl:8][C:9]1[C:10](F)=[CH:11][C:12]2[O:17][CH:16]([C:18]([F:21])([F:20])[F:19])[C:15]([C:22]([O:24]CC)=[O:23])=[CH:14][C:13]=2[CH:27]=1>>[Cl:8][C:9]1[C:10]([O:1][C:2]2[CH:3]=[N:4][CH:5]=[CH:6][CH:7]=2)=[CH:11][C:12]2[O:17][CH:16]([C:18]([F:20])([F:19])[F:21])[C:15]([C:22]([OH:24])=[O:23])=[CH:14][C:13]=2[CH:27]=1. Reported procedure: The title compound was prepared from 3-hydroxypyridine and ethyl 6-chloro-7-fluoro-2-(trifluoromethyl)-2H-1-benzopyran-3-carboxylate (Example 183, Step 2) via a procedure similar to that described in Example 183, Steps 3 and 4: mp 237.8-238.8° C. 1H NMR (DMSO-d6/300 MHz) 13.3 (br s, 1H), 8.42 (m, 2H), 7.87 (s, 1H), 7.83 (s, 1H), 7.48 (m, 2H), 6.72 (s, 1H), 5.93 (q, 1H, J=7.2 Hz). 9F NMR (DMSO-d6/282 MHz) −77.8 (d, J=7.2 Hz). FABLRMS m/z 372 (M+H). ESHRMS m/z 370.0083 (M−H, Calc'd 370.0094). Anal... Reactants: BrB(Br)Br, CO, CCOCc1nc2c(Cl)nc(C)c(C)c2n1CC(C)C, ClCCl. The product is Cc1nc(Cl)c2nc(CO)n(CC(C)C)c2c1C. Reaction SMILES: [B:24]([Br:25])([Br:26])[Br:27].[CH3:28][OH:29].[Cl:1][c:2]1[n:3][c:4]([CH3:20])[c:5]([CH3:19])[c:6]2[c:7]1[n:8][c:9]([CH2:15][O:16][CH2:17][CH3:18])[n:10]2[CH2:11][CH:12]([CH3:13])[CH3:14].[Cl:21][CH2:22][Cl:23]>>[Cl:1][c:2]1[n:3][c:4]([CH3:20])[c:5]([CH3:19])[c:6]2[c:7]1[n:8][c:9]([CH2:15][OH:16])[n:10]2[CH2:11][CH:12]([CH3:13])[CH3:14].